From a dataset of the Open Reaction Database (ORD), a public repository of structured organic reaction records. describe an organic reaction: reactants, conditions, products, and yield Reaction SMILES: [Cl:1][C:2]1[CH:11]=[C:10]2[C:5]([C:6]([OH:21])=[C:7]([C:13]3[CH:18]=[C:17]([CH3:19])[CH:16]=[C:15]([CH3:20])[CH:14]=3)[C:8](=[O:12])[NH:9]2)=[CH:4][C:3]=1[N+:22]([O-:24])=[O:23].C(=O)(O)[O-].[Na+].[I-].[Na+].Cl.Cl[CH2:34][CH2:35][CH:36]1[CH2:41][CH2:40][CH2:39][CH2:38][N:37]1[CH3:42]>CN(C)C=O>[Cl:1][C:2]1[CH:11]=[C:10]2[C:5]([C:6]([O:21][CH2:34][CH2:35][CH:36]3[CH2:41][CH2:40][CH2:39][CH2:38][N:37]3[CH3:42])=[C:7]([C:13]3[CH:14]=[C:15]([CH3:20])[CH:16]=[C:17]([CH3:19])[CH:18]=3)[C:8](=[O:12])[NH:9]2)=[CH:4][C:3]=1[N+:22]([O-:24])=[O:23] |f:1.2,3.4,5.6|. Conditions: temperature 80 celsius, time 30 minute. Yields the product ClC1=C(C=C2C(=C(C(NC2=C1)=O)C1=CC(=CC(=C1)C)C)OCCC1N(CCCC1)C)[N+](=O)[O-] (7-chloro-3-(3,5-dimethylphenyl)-4-[2-(1-methylpiperidin-2-yl)-ethoxy]-6-nitro-1H-quinolin-2-one). Procedure: A mixture of 7-chloro-3-(3,5-dimethylphenyl)-4-hydroxy-6-nitro-1H-quinolin-2-one (100 mg) and sodium bicarbonate (54 mg) was suspended in 2 mL dry N,N-dimethylformamide and heated to 80° C. on an oil bath. After 30 minutes, sodium iodide (48 mg) was added followed by 2-(2-chloroethyl)-1-methylpiperidine hydrochloride (64 mg) and the mixture stirred at 80° C. for 7 hours. At this time the reaction was cooled to room temperature and quenched by the addition of 25 mL ice/water. The mixture was filt... Run in CN(C=O)C (N,N-dimethylformamide). Reactants: Cl.ClCCC1N(CCCC1)C (2-(2-chloroethyl)-1-methylpiperidine hydrochloride), ClC1=C(C=C2C(=C(C(NC2=C1)=O)C1=CC(=CC(=C1)C)C)O)[N+](=O)[O-] (7-chloro-3-(3,5-dimethylphenyl)-4-hydroxy-6-nitro-1H-quinolin-2-one), C([O-])(O)=O.[Na+] (sodium bicarbonate), [I-].[Na+] (sodium iodide). Isolated yield 49.1%.